Task: describe an organic reaction: reactants, conditions, products, and yield. Dataset: the Open Reaction Database (ORD), a public repository of structured organic reaction records The reactants are N#Cc1cc(Br)c2nc(-c3c(NCC(O)c4cccc(Cl)c4)cc[nH]c3=O)[nH]c2c1, C1CCOC1, CC(C)C[AlH]CC(C)C, CCOC(C)=O, O. Product: O=Cc1cc(Br)c2nc(-c3c(NCC(O)c4cccc(Cl)c4)cc[nH]c3=O)[nH]c2c1. Reaction SMILES: [Br:1][c:2]1[cH:3][c:4]([C:29]#[N:30])[cH:5][c:6]2[c:7]1[n:8][c:9](-[c:11]1[c:12](=[O:28])[nH:13][cH:14][cH:15][c:16]1[NH:17][CH2:18][CH:19]([OH:20])[c:21]1[cH:22][c:23]([Cl:27])[cH:24][cH:25][cH:26]1)[nH:10]2.[CH2:47]1[O:48][CH2:49][CH2:50][CH2:51]1.[CH3:31][CH:32]([CH2:33][AlH:34][CH2:35][CH:36]([CH3:37])[CH3:38])[CH3:39].[CH3:40][CH2:41][O:42][C:43]([CH3:44])=[O:45].[OH2:46]>>[Br:1][c:2]1[cH:3][c:4]([CH:29]=[O:42])[cH:5][c:6]2[c:7]1[n:8][c:9](-[c:11]1[c:12](=[O:28])[nH:13][cH:14][cH:15][c:16]1[NH:17][CH2:18][CH:19]([OH:20])[c:21]1[cH:22][c:23]([Cl:27])[cH:24][cH:25][cH:26]1)[nH:10]2.